Dataset: the Open Reaction Database (ORD), a public repository of structured organic reaction records. Task: describe an organic reaction: reactants, conditions, products, and yield Starting materials: OC1=CC=C(C=C1)C1=C(CCC2=CC(=CC=C12)OC)C1=CC=CC=C1 (4-(4-hydroxyphenyl)-7-methoxy-3-phenyl-1,2-dihydronaphthalene), ClCCl (dichloromethane), OC1=CC=C(C=C1)C1=C(CCC2=CC(=CC=C12)OC)C1=CC=CC=C1 (4-(4-hydroxyphenyl)-7-methoxy-3-phenyl-1,2-dihydronaphthalene), C(=O)(O)[O-].[Na+] (NaHCO3), B(Br)(Br)Br (boron bromide). Run in CCCCCC (n-hexane), CCCCCCC (heptane), C(C)(=O)OCC (ethyl acetate). Run at temperature 0 celsius, time 1.5 hour. The product is OC1=CC=C(C=C1)C1=C(CCC2=CC(=CC=C12)O)C1=CC=CC=C1 (4-(4-hydroxyphenyl)-7-hydroxy-3-phenyl-1,2-dihydronaphthalene). Isolated yield 98.1%. RXN SMILES: ClCCl.[OH:4][C:5]1[CH:10]=[CH:9][C:8]([C:11]2[C:20]3[C:15](=[CH:16][C:17]([O:21]C)=[CH:18][CH:19]=3)[CH2:14][CH2:13][C:12]=2[C:23]2[CH:28]=[CH:27][CH:26]=[CH:25][CH:24]=2)=[CH:7][CH:6]=1.B(Br)(Br)Br.C([O-])(O)=O.[Na+]>C(OCC)(=O)C.CCCCCC.CCCCCCC>[OH:4][C:5]1[CH:10]=[CH:9][C:8]([C:11]2[C:20]3[C:15](=[CH:16][C:17]([OH:21])=[CH:18][CH:19]=3)[CH2:14][CH2:13][C:12]=2[C:23]2[CH:24]=[CH:25][CH:26]=[CH:27][CH:28]=2)=[CH:7][CH:6]=1 |f:3.4|. Procedure details: In a reaction vessel, 2.3 ml of dichloromethane was added to the 4-(4-hydroxyphenyl)-7-methoxy-3-phenyl-1,2-dihydronaphthalene (7, 29.7 mg, 0.090 mM) obtained in the above Step (4), and the reaction system was cooled to 0° C. Next, 0.45 ml of a 1 M heptane solution including five equivalents of boron bromide (BBr3) was added. After 1.5 hr had elapsed, thin layer chromatography (n-hexane:ethyl acetate=3:1) was carried out on part of the reaction product, and after confirming that no spot was dete... Reactants: C(C)OC(=O)C1=CC=C(C=C1)C1=C(C=CC(=C1)[N+](=O)[O-])Cl (2′-Chloro-5′-nitro-biphenyl-4-carboxylic acid ethyl ester), Cl (HCl). Solvent: C(C)O (ethanol). Product: Cl.C(C)OC(=O)C1=CC=C(C=C1)C1=C(C=CC(=C1)N)Cl (5′-Amino-2′-chloro-biphenyl-4-carboxylic acid ethyl ester hydrochloride). The yield is 192.1%. Reaction SMILES: [CH2:1]([O:3][C:4]([C:6]1[CH:11]=[CH:10][C:9]([C:12]2[CH:17]=[C:16]([N+:18]([O-])=O)[CH:15]=[CH:14][C:13]=2[Cl:21])=[CH:8][CH:7]=1)=[O:5])[CH3:2].Cl>C(O)C>[ClH:21].[CH2:1]([O:3][C:4]([C:6]1[CH:11]=[CH:10][C:9]([C:12]2[CH:17]=[C:16]([NH2:18])[CH:15]=[CH:14][C:13]=2[Cl:21])=[CH:8][CH:7]=1)=[O:5])[CH3:2] |f:3.4|. Reported procedure: 2′-Chloro-5′-nitro-biphenyl-4-carboxylic acid ethyl ester (1.04 g) in ethanol 30 ml) and 2M HCl (5.0 ml) was hydrogenated at RTP for 3 h. The mixture was then filtered through celite and the solvent evaporated to give the title compound as a dark red solid (1.02 g) which was used in the next stage without further purification. Starting materials: O=C1N(C(C2=CC=CC=C12)=O)CC(CN1C(C2=CC=CC=C2C1=O)=O)OCCNC(OC(C)(C)C)=O (tert-butyl 2-(1,3-bis(1,3-dioxoisoindolin-2-yl)propan-2-yloxy)ethylcarbamate), O.NN (hydrazine hydrate). Run in C(C)O (ethanol). Conditions: temperature 42.5 celsius, time 30 minute. The product is NCC(CN)OCCNC(OC(C)(C)C)=O (tert-butyl 2-(1,3-diaminopropan-2-yloxy)ethylcarbamate). Yield: 95.6%. Reaction SMILES: O=C1C2C(=CC=CC=2)C(=O)[N:3]1[CH2:12][CH:13]([O:26][CH2:27][CH2:28][NH:29][C:30](=[O:36])[O:31][C:32]([CH3:35])([CH3:34])[CH3:33])[CH2:14][N:15]1C(=O)C2C(=CC=CC=2)C1=O.O.NN>C(O)C>[NH2:3][CH2:12][CH:13]([O:26][CH2:27][CH2:28][NH:29][C:30](=[O:36])[O:31][C:32]([CH3:34])([CH3:33])[CH3:35])[CH2:14][NH2:15] |f:1.2|. Procedure: A 20 L 4-neck round-bottom flask was flushed with N2. Then charged a solution of tert-butyl 2-(1,3-bis(1,3-dioxoisoindolin-2-yl)propan-2-yloxy)ethylcarbamate (919 g, 1.9 mol, 1.0 eq) in ethanol (12000 mL, 13.0 v), followed by dropwise addition of hydrazine hydrate (602 g, 12.0 mol, 6.3 eq) with stirring at 40-45° C. over 30 min. The resulting mixture was stirred for 7 hours at 40-45° C. in an oil bath. The reaction progress was monitored with LCMS. The reaction mixture was cooled to 20˜30° C. an... Reactants: C1(=CC=CC=C1)C=1NC(=C(N1)C1=CC=CC=C1)C1=CC=CC=C1 (2,4,5-triphenylimidazole), [H-].[Na+] (sodium hydride), BrCC#CCCCC(=O)OC (methyl 7-bromohept-5-ynoate), [OH-].[K+] (potassium hydroxide). The solvent is CO (methanol), CN(C=O)C (dimethyl-formamide), oil. Reaction conditions: time 18 hour. Product: C1(=CC=CC=C1)N1C(=NC(=C1CC#CCCCC(=O)O)C1=CC=CC=C1)C1=CC=CC=C1 (7-(1,2,4-triphenyl-imidazolyl)-hept-5-ynoic acid). RXN SMILES: [C:1]1([C:7]2[NH:8][C:9](C3C=CC=CC=3)=[C:10]([C:12]3[CH:17]=[CH:16][CH:15]=[CH:14][CH:13]=3)[N:11]=2)[CH:6]=[CH:5][CH:4]=[CH:3][CH:2]=1.[H-].[Na+].[OH-].[K+].Br[CH2:29][C:30]#[C:31][CH2:32][CH2:33][CH2:34][C:35]([O:37]C)=[O:36]>CN(C)C=O.CO>[C:1]1([N:8]2[C:9]([CH2:29][C:30]#[C:31][CH2:32][CH2:33][CH2:34][C:35]([OH:37])=[O:36])=[C:10]([C:12]3[CH:17]=[CH:16][CH:15]=[CH:14][CH:13]=3)[N:11]=[C:7]2[C:1]2[CH:2]=[CH:3][CH:4]=[CH:5][CH:6]=2)[CH:6]=[CH:5][CH:4]=[CH:3][CH:2]=1 |f:1.2,3.4|. Procedure details: A solution of 2,4,5-triphenylimidazole (1.07 g) in dimethyl-formamide (20 ml) was treated with sodium hydride 50% in oil (0.17 g) and methyl 7-bromohept-5-ynoate (0.95 g). The solution was stirred for 18 hours when the solvent was removed under reduced pressure and the residue was chromatographed on silica gel eluted with chloroform-hexane to give a clear oil which was dissolved in methanol (20 ml) and treated with 10% potassium hydroxide solution (10 ml) for 2 hours. The methanol was removed un... Reactants: Cl (hydrochloric acid), ClC1=CC=CC2=C1C(N1[C@H](C=3N2C=NC3C(=O)OCC)CC1)=O (ethyl (S)-8-chloro-12,12a-dihydro-9-oxo-9H,11H-azeto[2,1-c]imidazo[1,5-a][1,4]benzodiazepine-1-carboxylate), [OH-].[Na+] (sodium hydroxide), O (water). Run in C(C)O (ethanol). Run at time 1 hour. The product is ClC1=CC=CC2=C1C(N1[C@H](C=3N2C=NC3C(=O)O)CC1)=O ((S)-8-chloro-12,12a-dihydro-9-oxo-9H,11H-azeto[2,1-c]imidazo[1,5-a][1,4]benzodiazepine-1-carboxylic acid). Reaction SMILES: [Cl:1][C:2]1[C:7]2[C:8](=[O:23])[N:9]3[CH2:22][CH2:21][C@H:10]3[C:11]3[N:12]([CH:13]=[N:14][C:15]=3[C:16]([O:18]CC)=[O:17])[C:6]=2[CH:5]=[CH:4][CH:3]=1.[OH-].[Na+].O.Cl>C(O)C>[Cl:1][C:2]1[C:7]2[C:8](=[O:23])[N:9]3[CH2:22][CH2:21][C@H:10]3[C:11]3[N:12]([CH:13]=[N:14][C:15]=3[C:16]([OH:18])=[O:17])[C:6]=2[CH:5]=[CH:4][CH:3]=1 |f:1.2|. Reported procedure: A mixture of 1.79 g (5.4 mmol) of ethyl (S)-8-chloro-12,12a-dihydro-9-oxo-9H,11H-azeto[2,1-c]imidazo[1,5-a][1,4]benzodiazepine-1-carboxylate and 0.324 g (8.1 mmol) of sodium hydroxide is treated with 8.5 ml of water and 27 ml of ethanol and heated to boiling under reflux for 30 minutes. Subsequently, the mixture is neutralized with 8.1 ml of 1 N hydrochloric acid, the ethanol is distilled off, the residue is diluted with about 70 ml of water and left to stand in an ice-bath for 1 hour. The preci... The reactants are ClC12C(=C(C(C3C(C(=CC(C13)=O)C)=O)(C2(Cl)Cl)Cl)Cl)Cl (1,2,3,4,9,9-hexachloro-1,4,4a,8a-tetrahydro-6-methyl-1,4-methanonaphthalene-5,8-dione), CO (methanol). Solvent: N1=CC=CC=C1 (pyridine). Product: ClC12C(=C(C(C=3C(=C(C=C(C13)O)C)O)(C2(Cl)Cl)Cl)Cl)Cl (1,2,3,4,9,9-hexachloro-1,4-dihydro-6-methyl-1,4-methanonaphthalene-5,8-diol). RXN SMILES: [Cl:1][C:2]12[C:15]([Cl:17])([Cl:16])[C:5]([Cl:18])([CH:6]3[CH:11]1[C:10](=[O:12])[CH:9]=[C:8]([CH3:13])[C:7]3=[O:14])[C:4]([Cl:19])=[C:3]2[Cl:20].CO>N1C=CC=CC=1>[Cl:1][C:2]12[C:15]([Cl:16])([Cl:17])[C:5]([Cl:18])([C:6]3[C:7]([OH:14])=[C:8]([CH3:13])[CH:9]=[C:10]([OH:12])[C:11]=31)[C:4]([Cl:19])=[C:3]2[Cl:20]. Procedure: 30 g. of 1,2,3,4,9,9-hexachloro-1,4,4a,8a-tetrahydro-6-methyl-1,4-methanonaphthalene-5,8-dione, prepared according to Example 45, were suspended in 150 ml. of methanol. 2 ml. of pyridine were added and the mixture was refluxed for 4 hours. Upon cooling in an ice-water bath, a crude white solid formed. This solid was recrystallized from methanol and white crystals were obtained. m.p. 159°-161° C. Starting materials: C[Si](C)(C)Cl (trimethylsilyl chloride), C(CCC)P(CCCC)=O (Dibutylphosphine oxide), C(CCC)[Mg]Br (butyl magnesium bromide), C(C)OP(OCC)[O-] (diethylphosphite). Run in C1(=CC=CC=C1)C (toluene), C1(=CC=CC=C1)C (toluene), C(C)N(CC)CC (triethylamine). Reaction conditions: temperature 80 celsius. Yields the product C(CCC)P(O[Si](C)(C)C)CCCC (Trimethylsilyl dibutylphosphinite). Isolated yield 86.0%. RXN SMILES: [CH2:1]([PH:5](=[O:10])[CH2:6][CH2:7][CH2:8][CH3:9])[CH2:2][CH2:3][CH3:4].C([Mg]Br)CCC.C(OP([O-])OCC)C.[CH3:25][Si:26](Cl)([CH3:28])[CH3:27]>C1(C)C=CC=CC=1.C(N(CC)CC)C>[CH2:1]([P:5]([CH2:6][CH2:7][CH2:8][CH3:9])[O:10][Si:26]([CH3:28])([CH3:27])[CH3:25])[CH2:2][CH2:3][CH3:4]. Reported procedure: The procedure described in Tetrahedron, 1967, 23, 1065 (M. Grayson et al.) was followed. Dibutylphosphine oxide, prepared from butyl magnesium bromide and diethylphosphite, (3.3 g, 20 mmol) and triethylamine (2.02 l g, 20 mml) were dissolved in toluene (20 mL) and treated with a solution of trimethylsilyl chloride (2.17 g, 20 mmol) in toluene (5 mL) at room temperature. The solution got very warm and a precipitate formed immediately. The mixture was heated at 80° C. for two hours, then filtered,... The reactants are BrCCBr (1,2-dibromoethane), C(=C/CCCCCCCCC)/C1=CC=C(C=C1)O (4-[(Z)-1-Undecenyl]phenol), C([O-])([O-])=O.[K+].[K+] (potassium carbonate), BrCCBr (1,2-dibromoethane). Run in C(C(C)C)C(=O)C (methyl isobutyl ketone). Product: BrCCOC1=CC=C(C=C1)\C=C/CCCCCCCCC (1-Bromo-2-(4-[(Z)1-Undecenyl]phenoxy)ethane). Yield: 40.8%. RXN SMILES: [CH:1](/[C:12]1[CH:17]=[CH:16][C:15]([OH:18])=[CH:14][CH:13]=1)=[CH:2]/[CH2:3][CH2:4][CH2:5][CH2:6][CH2:7][CH2:8][CH2:9][CH2:10][CH3:11].C(=O)([O-])[O-].[K+].[K+].[Br:25][CH2:26][CH2:27]Br>C(C(C)=O)C(C)C>[Br:25][CH2:26][CH2:27][O:18][C:15]1[CH:14]=[CH:13][C:12](/[CH:1]=[CH:2]\[CH2:3][CH2:4][CH2:5][CH2:6][CH2:7][CH2:8][CH2:9][CH2:10][CH3:11])=[CH:17][CH:16]=1 |f:1.2.3|. Reported procedure: 4-[(Z)-1-Undecenyl]phenol, (2.30 g, 9.30 mmol) and anhydrous potassium carbonate, (1.93 g, 14.0 mmol) in methyl isobutyl ketone (100 ml) were stirred and treated with 1,2-dibromoethane, (5.27 g, 29 mmol). The mixture was refluxed for 24 h after which time a further aliquot of 1,2-dibromoethane, (5.27 g, 28 mmol) was added. The mixture was refluxed a further 24 h, then cooled and washed with water, (twice). The organic phase was dried, (MgSO4), and evaporated in vacuo to an oil. Purification by c... Reactants: CC(=O)O, CC(C)Oc1c(C#N)cnc2ccc(C=O)nc12, O=C1CSC(NCc2ccccc2Cl)=N1, O. Product: CC(C)Oc1c(C#N)cnc2ccc(C=C3SC(NCc4ccccc4Cl)=NC3=O)nc12. As a reaction SMILES: [C:34]([OH:35])(=[O:36])[CH3:37].[CH:16](=[O:17])[c:18]1[n:19][c:20]2[c:21]([O:30][CH:31]([CH3:32])[CH3:33])[c:22]([C:28]#[N:29])[cH:23][n:24][c:25]2[cH:26][cH:27]1.[Cl:1][c:2]1[c:3]([CH2:4][NH:5][C:6]2=[N:10][C:9](=[O:11])[CH2:8][S:7]2)[cH:12][cH:13][cH:14][cH:15]1.[OH2:38]>>[Cl:1][c:2]1[c:3]([CH2:4][NH:5][C:6]2=[N:10][C:9](=[O:11])[C:8](=[CH:16][c:18]3[n:19][c:20]4[c:21]([O:30][CH:31]([CH3:32])[CH3:33])[c:22]([C:28]#[N:29])[cH:23][n:24][c:25]4[cH:26][cH:27]3)[S:7]2)[cH:12][cH:13][cH:14][cH:15]1.